describe an organic reaction: reactants, conditions, products, and yield From a dataset of the Open Reaction Database (ORD), a public repository of structured organic reaction records. The reactants are CCN(C(C)C)C(C)C, Clc1ccccc1Cl, ClCCl, O=C1CNCCN1, O=S(=O)(Cl)Cl. The product is O=C1CN(S(=O)(=O)c2ccc(Cl)c(Cl)c2)CCN1. As a reaction SMILES: [CH:21]([N:22]([CH:23]([CH3:24])[CH3:25])[CH2:26][CH3:27])([CH3:28])[CH3:29].[Cl:13][c:14]1[cH:15][cH:16][cH:17][cH:18][c:19]1[Cl:20].[Cl:30][CH2:31][Cl:32].[NH:1]1[C:2](=[O:7])[CH2:3][NH:4][CH2:5][CH2:6]1.[S:8](=[O:9])(=[O:10])([Cl:11])[Cl:12]>>[NH:1]1[C:2](=[O:7])[CH2:3][N:4]([S:8](=[O:9])(=[O:10])[c:16]2[cH:15][c:14]([Cl:13])[c:19]([Cl:20])[cH:18][cH:17]2)[CH2:5][CH2:6]1. Product: CC(C)(CC(O)(CNc1cccc2ncccc12)C(F)(F)F)c1cc(F)cc2c1OCC2. Reaction SMILES: [BH4-:44].[F:12][c:13]1[cH:14][c:15]([C:22]([CH2:23][C:24]([CH:25]=[N:26][c:27]2[c:28]3[cH:29][cH:30][cH:31][n:32][c:33]3[cH:34][cH:35][cH:36]2)([C:37]([F:38])([F:39])[F:40])[OH:41])([CH3:42])[CH3:43])[c:16]2[c:17]([cH:21]1)[CH2:18][CH2:19][O:20]2.[NH2:1][c:2]1[cH:3][cH:4][cH:5][c:6]2[c:7]1[cH:8][cH:9][cH:10][n:11]2.[Na+:45]>>[F:12][c:13]1[cH:14][c:15]([C:22]([CH2:23][C:24]([CH2:25][NH:26][c:27]2[c:28]3[cH:29][cH:30][cH:31][n:32][c:33]3[cH:34][cH:35][cH:36]2)([C:37]([F:38])([F:39])[F:40])[OH:41])([CH3:42])[CH3:43])[c:16]2[c:17]([cH:21]1)[CH2:18][CH2:19][O:20]2. Reactants: [BH4-], CC(C)(CC(O)(C=Nc1cccc2ncccc12)C(F)(F)F)c1cc(F)cc2c1OCC2, Nc1cccc2ncccc12, [Na+]. Starting materials: C1(=CC=CC=C1)OC(NC=1SC=2C(=NC=C(C2N1)OC)N1CCOCC1)=O ((7-methoxy-4-morpholin-4-yl-thiazolo[5,4-c]pyridin-2-yl)-carbamic acid phenyl ester), CN[C@@H]1CC[C@H](CC1)O (trans-4-Methylamino-cyclohexanol). Run in O1CCCC1 (tetrahydrofuran), ClC(C)Cl (dichloroethane). Yields the product O[C@@H]1CC[C@H](CC1)N(C(=O)NC=1SC=2C(=NC=C(C2N1)OC)N1CCOCC1)C (Trans-1-(4-Hydroxy-cyclohexyl)-3-(7-methoxy-4-morpholin-4-yl-thiazolo[5,4-c]pyridin-2-yl)-1-methyl-urea). RXN SMILES: C1(O[C:8](=[O:27])[NH:9][C:10]2[S:11][C:12]3[C:13]([N:21]4[CH2:26][CH2:25][O:24][CH2:23][CH2:22]4)=[N:14][CH:15]=[C:16]([O:19][CH3:20])[C:17]=3[N:18]=2)C=CC=CC=1.[CH3:28][NH:29][C@H:30]1[CH2:35][CH2:34][C@H:33]([OH:36])[CH2:32][CH2:31]1>ClC(Cl)C.O1CCCC1>[OH:36][C@H:33]1[CH2:34][CH2:35][C@H:30]([N:29]([CH3:28])[C:8]([NH:9][C:10]2[S:11][C:12]3[C:13]([N:21]4[CH2:26][CH2:25][O:24][CH2:23][CH2:22]4)=[N:14][CH:15]=[C:16]([O:19][CH3:20])[C:17]=3[N:18]=2)=[O:27])[CH2:31][CH2:32]1. Procedure details: From (7-methoxy-4-morpholin-4-yl-thiazolo[5,4-c]pyridin-2-yl)-carbamic acid phenyl ester with trans-4-Methylamino-cyclohexanol in dichloroethane and tetrahydrofuran. ES-MS m/e (%): 422 (M+H+, 100). Starting materials: CN(C(=O)N1CC2C(C1)CC(C2)(C)C#N)C (5-cyano-5-methyl-hexahydro-cyclopenta[c]pyrrole-2-carboxylic acid dimethylamide), C([O-])([O-])=O.[K+].[K+] (potassium carbonate). Solvent: Cl (hydrochloric acid), O (water). Conditions: temperature 50 celsius, time 48 hour. The product is CN(C(=O)N1CC2C(C1)CC(C2)(C(=O)O)C)C (2-dimethylcarbamoyl-5-methyl-octahydro-cyclopenta[c]pyrrole-5-carboxylic acid). Yield: 92.0%. Reaction SMILES: [CH3:1][N:2]([CH3:16])[C:3]([N:5]1[CH2:9][CH:8]2[CH2:10][C:11](C#N)([CH3:13])[CH2:12][CH:7]2[CH2:6]1)=[O:4].[C:17](=[O:20])([O-])[O-:18].[K+].[K+]>Cl.O>[CH3:1][N:2]([CH3:16])[C:3]([N:5]1[CH2:9][CH:8]2[CH2:10][C:11]([CH3:13])([C:17]([OH:18])=[O:20])[CH2:12][CH:7]2[CH2:6]1)=[O:4] |f:1.2.3|. Procedure: 5-Cyano-5-methyl-hexahydro-cyclopenta[c]pyrrole-2-carboxylic acid dimethylamide 12b (6.99 g, 31.6 mmol) was dissolved in 90 mL of hydrochloric acid (36%). The reaction mixture was heated at 50° C. in an oil bath and stirred for 48 hours. The reaction was monitored by TLC until the disappearance of the starting materials. The reaction mixture was diluted with 100 mL of water. Upon cooling by an ice-water bath, the mixture was adjusted to pH 6 with potassium carbonate and extracted with ethyl acet...